The task is: describe an organic reaction: reactants, conditions, products, and yield. This data is from the Open Reaction Database (ORD), a public repository of structured organic reaction records. Reactants: COCC(C)(C)C1(Cn2cncn2)CO1, CCO, [Na], Oc1ccc(Cl)cc1. Product: COCC(C)(C)C(O)(COc1ccc(Cl)cc1)Cn1cncn1. RXN SMILES: [CH3:10][O:11][CH2:12][C:13]([CH3:14])([CH3:15])[C:16]1([CH2:19][n:20]2[n:21][cH:22][n:23][cH:24]2)[O:17][CH2:18]1.[CH3:25][CH2:26][OH:27].[Na:9].[OH:1][c:2]1[cH:3][cH:4][c:5]([Cl:6])[cH:7][cH:8]1>>[O:1]([c:2]1[cH:3][cH:4][c:5]([Cl:6])[cH:7][cH:8]1)[CH2:18][C:16]([C:13]([CH2:12][O:11][CH3:10])([CH3:14])[CH3:15])([OH:17])[CH2:19][n:20]1[n:21][cH:22][n:23][cH:24]1. Starting materials: Br, CC(=O)O, CCN(CC)C(=O)c1ccc(C(O)(c2cccc(OC)c2)C2CC2)cc1, O. The product is CCN(CC)C(=O)c1ccc(C(=CCCBr)c2cccc(OC)c2)cc1. Reaction SMILES: [BrH:27].[CH3:29][C:30](=[O:31])[OH:32].[CH:1]1([C:4]([OH:5])([c:6]2[cH:7][c:8]([O:12][CH3:13])[cH:9][cH:10][cH:11]2)[c:14]2[cH:15][cH:16][c:17]([C:20]([N:21]([CH2:22][CH3:23])[CH2:24][CH3:25])=[O:26])[cH:18][cH:19]2)[CH2:2][CH2:3]1.[OH2:28]>>[CH:1]([CH2:2][CH2:3][Br:27])=[C:4]([c:6]1[cH:7][c:8]([O:12][CH3:13])[cH:9][cH:10][cH:11]1)[c:14]1[cH:15][cH:16][c:17]([C:20]([N:21]([CH2:22][CH3:23])[CH2:24][CH3:25])=[O:26])[cH:18][cH:19]1. Reactants: CN(C)C=O, CC1(C)OC(=O)C(CC(=O)O)O1, ClC(Cl)Cl, O=C(Cl)C(=O)Cl, O=C(Nc1ccc([N+](=O)[O-])cc1Cl)c1cc(Cl)ccc1O, c1ccncc1. The product is CC1(C)OC(=O)C(CC(=O)Oc2ccc(Cl)cc2C(=O)Nc2ccc([N+](=O)[O-])cc2Cl)O1. RXN SMILES: [CH3:19][N:20]([CH3:21])[CH:22]=[O:23].[CH3:1][C:2]1([CH3:12])[O:3][C:4](=[O:11])[CH:5]([CH2:7][C:8](=[O:9])[OH:10])[O:6]1.[CH:45]([Cl:46])([Cl:47])[Cl:48].[Cl:13][C:14]([C:15]([Cl:16])=[O:17])=[O:18].[Cl:24][c:25]1[cH:26][cH:27][c:28]([OH:44])[c:29]([C:30](=[O:31])[NH:32][c:33]2[c:34]([Cl:42])[cH:35][c:36]([N+:39](=[O:40])[O-:41])[cH:37][cH:38]2)[cH:43]1.[cH:49]1[cH:50][cH:51][n:52][cH:53][cH:54]1>>[CH3:1][C:2]1([CH3:12])[O:3][C:4](=[O:11])[CH:5]([CH2:7][C:8](=[O:9])[O:10][c:28]2[cH:27][cH:26][c:25]([Cl:24])[cH:43][c:29]2[C:30](=[O:31])[NH:32][c:33]2[c:34]([Cl:42])[cH:35][c:36]([N+:39](=[O:40])[O-:41])[cH:37][cH:38]2)[O:6]1.